Task: describe an organic reaction: reactants, conditions, products, and yield. Dataset: the Open Reaction Database (ORD), a public repository of structured organic reaction records Starting materials: Cl.Cl.Cl.C(C1=CC=CC=C1)N1CCC(CC1)NCC1=C(C=CC=C1)N (1-benzyl-4-[N-(o-aminobenzyl)-amino]-piperidine trihydrochloride), [OH-].[Na+] (sodium hydroxide). Run in O (water). Yields the product C(C1=CC=CC=C1)N1CCC(CC1)NCC1=C(C=CC=C1)N (1-benzyl-4-[N-(o-aminobenzyl)amino]-piperidine). Isolated yield 83.5%. As a reaction SMILES: Cl.Cl.Cl.[CH2:4]([N:11]1[CH2:16][CH2:15][CH:14]([NH:17][CH2:18][C:19]2[CH:24]=[CH:23][CH:22]=[CH:21][C:20]=2[NH2:25])[CH2:13][CH2:12]1)[C:5]1[CH:10]=[CH:9][CH:8]=[CH:7][CH:6]=1.[OH-].[Na+]>O>[CH2:4]([N:11]1[CH2:12][CH2:13][CH:14]([NH:17][CH2:18][C:19]2[CH:24]=[CH:23][CH:22]=[CH:21][C:20]=2[NH2:25])[CH2:15][CH2:16]1)[C:5]1[CH:6]=[CH:7][CH:8]=[CH:9][CH:10]=1 |f:0.1.2.3,4.5|. Procedure details: In this reference example, 1.10 g of 1-benzyl-4-[N-(o-aminobenzyl)-amino]-piperidine trihydrochloride is mixed with 5 ml of water. Then, 15 ml of 1 N aqueous sodium hydroxide is added to the solution with cooling. The mixture is extracted with 20 ml of chloroform four times. The chloroform layer is washed with 20 ml of water two times. The resultant layer is dried and concentrated under reduced pressure to obtain 670 mg of 1-benzyl-4-[N-(o-aminobenzyl)amino]-piperidine as an oily residue. RXN SMILES: [CH3:1][c:2]1[c:3]([N:12]=[C:13]=[S:14])[cH:4][c:5]([CH3:11])[c:6]2[n:7][cH:8][nH:9][c:10]12.[Cl:19][CH2:20][Cl:21].[NH2:15][CH2:16][CH2:17][NH2:18]>>[CH3:1][c:2]1[c:3]([NH:12][C:13](=[S:14])[NH:15][CH2:16][CH2:17][NH2:18])[cH:4][c:5]([CH3:11])[c:6]2[n:7][cH:8][nH:9][c:10]12. Reactants: Cc1cc(N=C=S)c(C)c2[nH]cnc12, ClCCl, NCCN. Yields the product Cc1cc(NC(=S)NCCN)c(C)c2[nH]cnc12. The reactants are C1(CC1)B(O)O (cyclopropylboronic acid), P([O-])([O-])=O.[K+].[K+] (potassium phosphonate), BrC=1C=C(N)C=CC1F (3-bromo-4-fluoroaniline). Reagents/catalysts: C(C)(=O)[O-].C(C)(=O)[O-].[Pd+2] (palladium(2+) diacetate), C1(CCCCC1)P(C1CCCCC1)C1CCCCC1 (tricyclohexylphosphane). The solvent is O (water), C1(=CC=CC=C1)C (toluene). Conditions: temperature 100 celsius, time 15 hour. Product: C1(CC1)C=1C=C(N)C=CC1F (3-cyclopropyl-4-fluoroaniline). Yield: 65.4%. Reaction SMILES: [CH:1]1(B(O)O)[CH2:3][CH2:2]1.P(=O)([O-])[O-].[K+].[K+].Br[C:14]1[CH:15]=[C:16]([CH:18]=[CH:19][C:20]=1[F:21])[NH2:17]>O.C1(C)C=CC=CC=1.C([O-])(=O)C.C([O-])(=O)C.[Pd+2].C1(P(C2CCCCC2)C2CCCCC2)CCCCC1>[CH:1]1([C:14]2[CH:15]=[C:16]([CH:18]=[CH:19][C:20]=2[F:21])[NH2:17])[CH2:3][CH2:2]1 |f:1.2.3,7.8.9|. Procedure: 558 mg of cyclopropylboronic acid, 3.7 g of tribasic potassium phosphonate, 70 mg of tricyclohexylphosphane and 56 mg of palladium(2+) diacetate in 1.5 ml of water are added to a solution of 950 mg of 3-bromo-4-fluoroaniline in 20 ml of toluene, with stirring and under argon. The mixture is degassed and then heated to a temperature of 100° C. After 15 hours, the reaction medium is cooled to a temperature in the region of 20° C., run into 100 ml of water, and then extracted with four times 60 ml ... Reactants: [Al+3], CCOC(=O)c1nc(NC)sc1-c1ccncc1, Cl, [H-], [H-], [H-], [H-], [Li+], C1CCOC1. The product is CNc1nc(C=O)c(-c2ccncc2)s1. Reaction SMILES: [Al+3:20].[CH3:1][NH:2][c:3]1[s:4][c:5](-[c:13]2[cH:14][cH:15][n:16][cH:17][cH:18]2)[c:6]([C:8](=[O:9])[O:10][CH2:11][CH3:12])[n:7]1.[ClH:25].[H-:19].[H-:22].[H-:23].[H-:24].[Li+:21].[O:26]1[CH2:27][CH2:28][CH2:29][CH2:30]1>>[CH3:1][NH:2][c:3]1[s:4][c:5](-[c:13]2[cH:14][cH:15][n:16][cH:17][cH:18]2)[c:6]([CH:8]=[O:9])[n:7]1. Isolated yield 17.7%. Reaction SMILES: Br[C:2]1[S:3][CH:4]=[C:5](Br)[N:6]=1.C([Li])CCC.[Cl-].[C:14]([O:18][C:19]([N:21]1[CH:26]2[CH2:27][CH2:28][CH:22]1[CH2:23][C:24](=[O:29])[CH2:25]2)=[O:20])([CH3:17])([CH3:16])[CH3:15].[Cl-].[NH4+]>C(OCC)C>[C:14]([O:18][C:19]([N:21]1[CH:26]2[CH2:27][CH2:28][CH:22]1[CH2:23][C:24]([OH:29])([C:5]1[N:6]=[CH:2][S:3][CH:4]=1)[CH2:25]2)=[O:20])([CH3:17])([CH3:15])[CH3:16] |f:4.5|. Reactants: [Cl-] (chloride), C(CCC)[Li] (n-butyl lithium), C(C)(C)(C)OC(=O)N1C2CC(CC1CC2)=O (3-Oxo-8-aza-bicyclo[3.2.1]octane-8-carboxylic acid tert-butyl ester), BrC=1SC=C(N1)Br (2,4-dibromothiazole), C(CCC)[Li] (n-butyl lithium), [Cl-].[NH4+] (ammonium chloride). Run at time 0.5 hour. Run in C(C)OCC (diethyl ether), C(C)OCC (diethyl ether), C(C)OCC (diethyl ether). Yields the product C(C)(C)(C)OC(=O)N1C2CC(CC1CC2)(C=2N=CSC2)O (3-Hydroxy-3-thiazol-4-yl-8-aza-bicyclo[3.2.1]octane-8-carboxylic acid tert-butyl ester). Procedure: 2,4-dibromothiazole (1.1 g, 4.52 mmol) in diethyl ether (5 mL) was added to a solution of n-butyl lithium (2.5 M, 2 mL, 5 mmol) in diethyl ether (10 mL) at −78° C. and stirred for 0.5 hours. Trimethylsiliyl chloride (0.57 mL, 4.52 mmol) was added and the reaction mixture stirred for a further 0.5 hours before more n-butyl lithium (2.5M, 2 mL, 5 mmol) was added and stirred for 0.5 hours. 3-Oxo-8-aza-bicyclo[3.2.1]octane-8-carboxylic acid tert-butyl ester (0.9 g, 4 mmol) in diethyl ether (5 mL) wa... The reactants are CSC(=CC(C(F)(F)F)=O)SC (1,1-bismethylthio-4,4,4-trifluoro-1-buten-3-one), 1,1-bismethylthio-4,4,4-trifluoro-1-buten-2-one, CNC (dimethylamine). Solvent: C(C)O (ethanol). Reaction conditions: temperature 50 celsius, time 1 hour. Product: CN(C(=CC(C(F)(F)F)=O)SC)C (1-dimethylamino-1-methylthio-4,4,4-trifluoro-1-buten-3-one). Reaction SMILES: [CH3:1][S:2][C:3](SC)=[CH:4][C:5](=[O:10])[C:6]([F:9])([F:8])[F:7].[CH3:13][NH:14][CH3:15]>C(O)C>[CH3:13][N:14]([CH3:15])[C:3]([S:2][CH3:1])=[CH:4][C:5](=[O:10])[C:6]([F:9])([F:8])[F:7]. Procedure details: The product of Example 1, 1,1-bismethylthio-4,4,4-trifluoro-1-buten-2-one, (2.16 g, 0.01 mol) and dimethylamine (0.45 g, 0.01 mol) were dissolved in ethanol (30 ml). The resulting solution was heated to 50° C. and maintained at that temperature with stirring for 1 hour. After this time, the resulting mixture was cooled to ambient temperature (20° C.) and the solvent was removed by evaporation under reduced pressure yielding a yellow residue. Chromatographic purifications of the solid using a sil...